Dataset: the Open Reaction Database (ORD), a public repository of structured organic reaction records. Task: describe an organic reaction: reactants, conditions, products, and yield Product: NCC1(c2ccccc2)CC1. As a reaction SMILES: [Al+3:14].[H-:13].[H-:16].[H-:17].[H-:18].[Li+:15].[O:19]1[CH2:20][CH2:21][CH2:22][CH2:23]1.[c:1]1([C:7]2([C:10](=[O:11])[NH2:12])[CH2:8][CH2:9]2)[cH:2][cH:3][cH:4][cH:5][cH:6]1>>[c:1]1([C:7]2([CH2:10][NH2:12])[CH2:8][CH2:9]2)[cH:2][cH:3][cH:4][cH:5][cH:6]1. Starting materials: [Al+3], [H-], [H-], [H-], [H-], [Li+], C1CCOC1, NC(=O)C1(c2ccccc2)CC1.